Task: describe an organic reaction: reactants, conditions, products, and yield. Dataset: the Open Reaction Database (ORD), a public repository of structured organic reaction records Starting materials: OCCC(C)=O (4-hydroxy-2-butanone), C(C)(=O)OC(C)=O (acetic anhydride). Solvent: C(C)(=O)O (acetic acid). The product is C(C)(=O)OCCC(C)=O (4-acetoxy-2-butanone). Reaction SMILES: [OH:1][CH2:2][CH2:3][C:4](=[O:6])[CH3:5].[C:7](OC(=O)C)(=[O:9])[CH3:8]>C(O)(=O)C>[C:7]([O:1][CH2:2][CH2:3][C:4](=[O:6])[CH3:5])(=[O:9])[CH3:8]. Procedure details: Crude 4-acetoxy-2-butanone was prepared as follows. A mixture of 4-hydroxy-2-butanone (101.48 g) and acetic anhydride (131.05 g) was stirred and heated to about 120° C. for about 40 minutes before the acetic acid by-product was removed by vacuum distillation at about 24 torr and vapor temperatures rising to about 49° C. The distillation residue was about 129.0 g of crude 4-acetoxy-2-butanone. Reactants: Cn1c(C(F)(F)F)cc(=O)n(-c2ccc3snc(C=O)c3c2)c1=O, CC(=O)O, [K+], [K+], O=[Cr](=O)([O-])O[Cr](=O)(=O)[O-], O, Cn1c(C(F)(F)F)cc(=O)n(-c2ccc3snc(CO)c3c2)c1=O, O=S(=O)(O)O. Yields the product Cn1c(C(F)(F)F)cc(=O)n(-c2ccc3snc(C(=O)O)c3c2)c1=O. RXN SMILES: [CH3:36][n:37]1[c:38]([C:39]([F:40])([F:41])[F:42])[cH:43][c:44](=[O:47])[n:45](-[c:46]2[cH:48][cH:49][c:50]3[s:51][n:52][c:53]([CH:54]=[O:55])[c:56]3[cH:57]2)[c:58]1=[O:59].[CH3:65][C:66](=[O:67])[OH:68].[K+:1].[K+:2].[O-:3][Cr:4]([O:5][Cr:6](=[O:7])(=[O:8])[O-:9])(=[O:10])=[O:11].[OH2:69].[OH:12][CH2:13][c:14]1[n:15][s:16][c:17]2[c:18]1[cH:19][c:20](-[n:23]1[c:24](=[O:35])[n:25]([CH3:34])[c:26]([C:30]([F:31])([F:32])[F:33])[cH:27][c:28]1=[O:29])[cH:21][cH:22]2.[S:60](=[O:61])(=[O:62])([OH:63])[OH:64]>>[O:12]=[C:13]([c:14]1[n:15][s:16][c:17]2[c:18]1[cH:19][c:20](-[n:23]1[c:24](=[O:35])[n:25]([CH3:34])[c:26]([C:30]([F:31])([F:32])[F:33])[cH:27][c:28]1=[O:29])[cH:21][cH:22]2)[OH:47]. The reactants are [OH-].[Na+] (Sodium hydroxide), C(CCCCCC)OC1=CC(=C(C=C1NC(C)=O)C1=C(C(=O)[O-])C=CC=C1)[N+](=O)[O-] (4-(Heptyloxy)-5-(N-acetyl)amino-2-nitro-phenylbenzoate), Cl (HCl). Solvent: C(C)O (ethanol), O (water). Reaction conditions: time 8 hour. Yields the product C(CCCCCC)OC1=CC(=C(C=C1N)O)[N+](=O)[O-] (4-(Heptyloxy)-2-nitro-5-aminophenol). Isolated yield 81.3%. RXN SMILES: [OH-:1].[Na+].[CH2:3]([O:10][C:11]1[C:16]([NH:17]C(=O)C)=[CH:15][C:14](C2C=CC=CC=2C([O-])=O)=[C:13]([N+:30]([O-:32])=[O:31])[CH:12]=1)[CH2:4][CH2:5][CH2:6][CH2:7][CH2:8][CH3:9].Cl>C(O)C.O>[CH2:3]([O:10][C:11]1[C:16]([NH2:17])=[CH:15][C:14]([OH:1])=[C:13]([N+:30]([O-:32])=[O:31])[CH:12]=1)[CH2:4][CH2:5][CH2:6][CH2:7][CH2:8][CH3:9] |f:0.1|. Procedure: Sodium hydroxide (2.15 g, 53.7mmol) was carefully added to a stirred solution of 50b (890 mg, 2.15 mmol) in 80 ml ethanol and 20 ml water. The reaction mixture was stirred overnight and was then acidified with concentrated HCl. Extracted three times with dichloromethane, and the combined organic layers were washed with brine and dried over MgSO4. The crude product was adsorbed onto silica gel and purified via flash chromatography with gradual elutions from 85/10/5 to 75/20/5 (Hex/EtOAc/dichlorom... Starting materials: [BH4-], CCOC(=O)C(C)(C)C(=O)C(C)NC(=O)OCc1ccccc1, CO, [Cl-], [NH4+], [Na+]. Yields the product CCOC(=O)C(C)(C)C(O)C(C)NC(=O)OCc1ccccc1. RXN SMILES: [BH4-:24].[CH2:1]([c:2]1[cH:3][cH:4][cH:5][cH:6][cH:7]1)[O:8][C:9](=[O:10])[NH:11][CH:12]([C:13]([C:14]([C:15](=[O:16])[O:17][CH2:18][CH3:19])([CH3:20])[CH3:21])=[O:22])[CH3:23].[CH3:28][OH:29].[Cl-:26].[NH4+:27].[Na+:25]>>[CH2:1]([c:2]1[cH:3][cH:4][cH:5][cH:6][cH:7]1)[O:8][C:9](=[O:10])[NH:11][CH:12]([CH:13]([C:14]([C:15](=[O:16])[O:17][CH2:18][CH3:19])([CH3:20])[CH3:21])[OH:22])[CH3:23]. Reactants: FC=1C(=CC(=NC1)OC)C1=C(C=C(C=C1)CO)C1(CCCC1)COC ((4-(5-fluoro-2-methoxypyridin-4-yl)-3-(1-(methoxymethyl)cyclopentyl)phenyl)methanol), S(=O)(Cl)Cl (thionyl chloride). Run in C(Cl)Cl (DCM). Run at time 1 hour. Yields the product ClCC1=CC(=C(C=C1)C1=CC(=NC=C1F)OC)C1(CCCC1)COC (4-(4-(Chloromethyl)-2-(1-(methoxymethyl)cyclopentyl)phenyl)-5-fluoro-2-methoxypyridine). As a reaction SMILES: [F:1][C:2]1[C:3]([C:10]2[CH:15]=[CH:14][C:13]([CH2:16]O)=[CH:12][C:11]=2[C:18]2([CH2:23][O:24][CH3:25])[CH2:22][CH2:21][CH2:20][CH2:19]2)=[CH:4][C:5]([O:8][CH3:9])=[N:6][CH:7]=1.S(Cl)([Cl:28])=O>C(Cl)Cl>[Cl:28][CH2:16][C:13]1[CH:14]=[CH:15][C:10]([C:3]2[C:2]([F:1])=[CH:7][N:6]=[C:5]([O:8][CH3:9])[CH:4]=2)=[C:11]([C:18]2([CH2:23][O:24][CH3:25])[CH2:22][CH2:21][CH2:20][CH2:19]2)[CH:12]=1. Procedure: To a solution of (4-(5-fluoro-2-methoxypyridin-4-yl)-3-(1-(methoxymethyl)cyclopentyl)phenyl)methanol (71.0 mg, 206 μmol) DMF (10 uL), and DCM (4.0 mL) was slowly added thionyl chloride (15.0 μL, 206 μmol) at 0° C. After addition, the resulting mixture was stirred at room temperature for 1 hour. The solvent was removed providing the product which was used in the next step. MS ESI (pos.) m/e: 364.2 (M+H)+.